Dataset: the Open Reaction Database (ORD), a public repository of structured organic reaction records. Task: describe an organic reaction: reactants, conditions, products, and yield Starting materials: C(C1=CC=CC=C1)(=O)NC1=CC=C(C=C1)OC(CCCCCC[C@H]1C(C[C@H]([C@@H]1SCC(CCCCC)(C)O)O)=O)=O (11α,15-dihydroxy-15-methyl-9-oxo-13-thiaprostanoic acid p-benzoylaminophenyl ester), ice. The solvent is C1CCOC1 (THF), C1CCOC1 (THF). Run at time 1 hour. Yields the product C(C1=CC=CC=C1)(=O)NC1=CC=C(C=C1)OC(CCCCCC[C@H]1C(C[C@H]([C@@H]1SCC(CCCCC)(C)O)O)O)=O (9,11α,15-trihydroxy-15-methyl-13-thiaprostanoic acid p-benzoylaminophenyl ester). RXN SMILES: [C:1]([NH:9][C:10]1[CH:15]=[CH:14][C:13]([O:16][C:17](=[O:41])[CH2:18][CH2:19][CH2:20][CH2:21][CH2:22][CH2:23][C@@H:24]2[C@@H:28]([S:29][CH2:30][C:31]([OH:38])([CH3:37])[CH2:32][CH2:33][CH2:34][CH2:35][CH3:36])[C@H:27]([OH:39])[CH2:26][C:25]2=[O:40])=[CH:12][CH:11]=1)(=[O:8])[C:2]1[CH:7]=[CH:6][CH:5]=[CH:4][CH:3]=1>C1COCC1>[C:1]([NH:9][C:10]1[CH:11]=[CH:12][C:13]([O:16][C:17](=[O:41])[CH2:18][CH2:19][CH2:20][CH2:21][CH2:22][CH2:23][C@@H:24]2[C@@H:28]([S:29][CH2:30][C:31]([OH:38])([CH3:37])[CH2:32][CH2:33][CH2:34][CH2:35][CH3:36])[C@H:27]([OH:39])[CH2:26][CH:25]2[OH:40])=[CH:14][CH:15]=1)(=[O:8])[C:2]1[CH:7]=[CH:6][CH:5]=[CH:4][CH:3]=1. Reported procedure: Under nitrogen, 1.3 g. of 11α,15-dihydroxy-15-methyl-9-oxo-13-thiaprostanoic acid p-benzoylaminophenyl ester, dissolved in 40 ml. of dry THF was added to a suspension of 3.3 g. of LiAl(O-tert.--C4H9)3H in 25 ml. of dry THF. The solution was allowed to stand for 1 hour at room temperature; then poured into 90 ml. of ice-cold 1 N HCl; and extracted with CHCl3. The organic phase was washed with water and dried over NaSO4. The solvent was distilled off. After chromatographic purification of the resi... Product: CC(C)C(=O)Nc1cccc(C2CCN(CCCCC(Oc3cc(C(F)(F)F)ccc3F)c3cccc(Cl)c3)CC2)c1. As a reaction SMILES: [Cl:13][c:14]1[cH:15][c:16]([CH:20]([CH2:21][CH2:22][CH2:23][CH2:24][N:25]2[CH2:26][CH2:27][CH:28]([c:31]3[cH:32][c:33]([NH:37][C:38]([CH:39]([CH3:40])[CH3:41])=[O:42])[cH:34][cH:35][cH:36]3)[CH2:29][CH2:30]2)[OH:43])[cH:17][cH:18][cH:19]1.[ClH:44].[F:1][c:2]1[c:3]([OH:12])[cH:4][c:5]([C:8]([F:9])([F:10])[F:11])[cH:6][cH:7]1>>[F:1][c:2]1[c:3]([O:12][CH:20]([c:16]2[cH:15][c:14]([Cl:13])[cH:19][cH:18][cH:17]2)[CH2:21][CH2:22][CH2:23][CH2:24][N:25]2[CH2:26][CH2:27][CH:28]([c:31]3[cH:32][c:33]([NH:37][C:38]([CH:39]([CH3:40])[CH3:41])=[O:42])[cH:34][cH:35][cH:36]3)[CH2:29][CH2:30]2)[cH:4][c:5]([C:8]([F:9])([F:10])[F:11])[cH:6][cH:7]1. The reactants are CC(C)C(=O)Nc1cccc(C2CCN(CCCCC(O)c3cccc(Cl)c3)CC2)c1, Cl, Oc1cc(C(F)(F)F)ccc1F. Reactants: ClC1=C(SC=C1)C(=O)O (3-chlorothiophene-2-carboxylic acid), C(=O)(N1C=NC=C1)N1C=NC=C1 (1,1′-carbonyldiimidazole), [H-].[Na+] (sodium hydride), N1[C@@H](CCC1)CO ((S)-(+)-2-pyrrolidinemethanol). Run in CN(C=O)C (dimethylformamide), O (water). Conditions: time 1 hour. Product: S1CC[C@H]2C1CN1C(C(O2)=O)=CC=C1 ((S)-2,3,10,10a-tetrahydro-1H,5H-pyrrolo[2,1-c]thieno[2,3-f][1,4]oxazepine-5-one). Yield: 11.3%. Reaction SMILES: Cl[C:2]1[CH:6]=[CH:5][S:4][C:3]=1[C:7](O)=O.C(N1C=CN=C1)(N1C=CN=C1)=[O:11].[NH:22]1[CH2:26][CH2:25][CH2:24][C@H:23]1[CH2:27][OH:28].[H-].[Na+]>CN(C)C=O.O>[S:4]1[CH:3]2[CH2:7][N:22]3[CH:26]=[CH:25][CH:24]=[C:23]3[C:27](=[O:11])[O:28][C@H:2]2[CH2:6][CH2:5]1 |f:3.4|. Procedure: To a solution of 3-chlorothiophene-2-carboxylic acid (0.5 g; 6.325 mmol) in dimethylformamide (5 ml) was added 1,1′-carbonyldiimidazole (1.07 g; 6.64 mmol) and the solution stirred at room temperature for 1 h, followed by the addition of (S)-(+)-2-pyrrolidinemethanol (0.655 ml; 6.64 mmol). The reaction was stirred at room temperature overnight whereupon 60% sodium hydride in mineral oil (0.507 g; 12.7 mmol) was carefully added and the mixture was heated slowly to 150° C. with the progress of the... The reactants are BrC=1C=C(C=2C=NN(C2C1)C1CCCC1)C(=O)NCC=1C(NC(=CC1C)C)=O (6-bromo-1-cyclopentyl-N-((4,6-dimethyl-2-oxo-1,2-dihydropyridin-3-yl)methyl)-1H-indazole-4-carboxamide), OCC1=CC=C(C=C1)B(O)O ((4-(hydroxymethyl)phenyl)boronic acid), C(Cl)Cl (DCM), C(=O)([O-])[O-].[Na+].[Na+] (Na2CO3). Reagents/catalysts: C=1C=CC(=CC1)[P](C=2C=CC=CC2)(C=3C=CC=CC3)[Pd]([P](C=4C=CC=CC4)(C=5C=CC=CC5)C=6C=CC=CC6)([P](C=7C=CC=CC7)(C=8C=CC=CC8)C=9C=CC=CC9)[P](C=1C=CC=CC1)(C=1C=CC=CC1)C=1C=CC=CC1 (Pd(PPh3)4). Run in O1CCOCC1 (1,4-dioxane). Conditions: temperature 100 celsius, time 2 hour. Product: C1(CCCC1)N1N=CC=2C(=CC(=CC12)C1=CC=C(C=C1)CO)C(=O)NCC=1C(NC(=CC1C)C)=O (1-cyclopentyl-N-((4,6-dimethyl-2-oxo-1,2-dihydropyridin-3-yl)methyl)-6-(4-(hydroxymethyl)phenyl)-1H-indazole-4-carboxamide). The yield is 91.1%. Reaction SMILES: Br[C:2]1[CH:3]=[C:4]([C:16]([NH:18][CH2:19][C:20]2[C:21](=[O:28])[NH:22][C:23]([CH3:27])=[CH:24][C:25]=2[CH3:26])=[O:17])[C:5]2[CH:6]=[N:7][N:8]([CH:11]3[CH2:15][CH2:14][CH2:13][CH2:12]3)[C:9]=2[CH:10]=1.[OH:29][CH2:30][C:31]1[CH:36]=[CH:35][C:34](B(O)O)=[CH:33][CH:32]=1.C([O-])([O-])=O.[Na+].[Na+].C(Cl)Cl>O1CCOCC1.C1C=CC([P]([Pd]([P](C2C=CC=CC=2)(C2C=CC=CC=2)C2C=CC=CC=2)([P](C2C=CC=CC=2)(C2C=CC=CC=2)C2C=CC=CC=2)[P](C2C=CC=CC=2)(C2C=CC=CC=2)C2C=CC=CC=2)(C2C=CC=CC=2)C2C=CC=CC=2)=CC=1>[CH:11]1([N:8]2[C:9]3[CH:10]=[C:2]([C:34]4[CH:35]=[CH:36][C:31]([CH2:30][OH:29])=[CH:32][CH:33]=4)[CH:3]=[C:4]([C:16]([NH:18][CH2:19][C:20]4[C:21](=[O:28])[NH:22][C:23]([CH3:27])=[CH:24][C:25]=4[CH3:26])=[O:17])[C:5]=3[CH:6]=[N:7]2)[CH2:15][CH2:14][CH2:13][CH2:12]1 |f:2.3.4,^1:58,60,79,98|. Procedure: A solution of 6-bromo-1-cyclopentyl-N-((4,6-dimethyl-2-oxo-1,2-dihydropyridin-3-yl)methyl)-1H-indazole-4-carboxamide (1.5 g, 3.5 mmol), (4-(hydroxymethyl)phenyl)boronic acid (0.65 g, 4.30 mmol) and Pd(PPh3)4 (0.41 g, 0.35 mmol) in 1,4-dioxane (20 mL) was purged with argon for 10 min. 2 M Na2CO3 solution (1.37 g, 12.91 mmol) was then added to it and argon purged again for 10 min. The reaction mixture was stirred at 100° C. for 2 h. After completion of the reaction, water was added to it and extra...